The task is: describe an organic reaction: reactants, conditions, products, and yield. This data is from the Open Reaction Database (ORD), a public repository of structured organic reaction records. The reactants are CO, [H][H], NC1=NC(CCc2ccc(N3Cc4ccc(Cl)cc4C3=O)cc2)CO1. Yields the product Cl, NC1=NC(CCc2ccc(N3Cc4ccccc4C3=O)cc2)CO1. As a reaction SMILES: [CH3:28][OH:29].[H:26][H:27].[NH2:1][C:2]1=[N:6][CH:5]([CH2:7][CH2:8][c:9]2[cH:10][cH:11][c:12]([N:15]3[C:16](=[O:25])[c:17]4[cH:18][c:19]([Cl:24])[cH:20][cH:21][c:22]4[CH2:23]3)[cH:13][cH:14]2)[CH2:4][O:3]1>>[ClH:24].[NH2:1][C:2]1=[N:6][CH:5]([CH2:7][CH2:8][c:9]2[cH:10][cH:11][c:12]([N:15]3[C:16](=[O:25])[c:17]4[cH:18][cH:19][cH:20][cH:21][c:22]4[CH2:23]3)[cH:13][cH:14]2)[CH2:4][O:3]1.